Task: describe an organic reaction: reactants, conditions, products, and yield. Dataset: the Open Reaction Database (ORD), a public repository of structured organic reaction records Starting materials: C(C)OC(=O)C=1C=C(C=CC1)C1=C(C=CC=C1)C (2′-Methyl-biphenyl-3-carboxylic acid ethyl ester), BrN1C(CCC1=O)=O (N-bromosuccinimide), N(=NC(C#N)(C)C)C(C#N)(C)C (2,2′-azobisisobutyronitrile), C(C)OC(=O)C=1C=C(C=CC1)C1=CC=C(C=C1)CBr (4′-bromomethyl-biphenyl-3-carboxylic acid ethyl ester). The solvent is C(Cl)(Cl)(Cl)Cl (carbon tetrachloride). Yields the product C(C)OC(=O)C=1C=C(C=CC1)C1=C(C=CC=C1)CBr (2′-Bromomethyl-biphenyl-3-carboxylic acid ethyl ester). As a reaction SMILES: C(OC(C1C=C(C2C=CC(C[Br:19])=CC=2)C=CC=1)=O)C.[CH2:20]([O:22][C:23]([C:25]1[CH:26]=[C:27]([C:31]2[CH:36]=[CH:35][CH:34]=[CH:33][C:32]=2[CH3:37])[CH:28]=[CH:29][CH:30]=1)=[O:24])[CH3:21].BrN1C(=O)CCC1=O.N(C(C)(C)C#N)=NC(C)(C)C#N>C(Cl)(Cl)(Cl)Cl>[CH2:20]([O:22][C:23]([C:25]1[CH:26]=[C:27]([C:31]2[CH:36]=[CH:35][CH:34]=[CH:33][C:32]=2[CH2:37][Br:19])[CH:28]=[CH:29][CH:30]=1)=[O:24])[CH3:21]. Reported procedure: 2′-Bromomethyl-biphenyl-3-carboxylic acid ethyl ester was synthesized as described for 4′-bromomethyl-biphenyl-3-carboxylic acid ethyl ester. 2′-Methyl-biphenyl-3-carboxylic acid ethyl ester (8.3 g, 34.54 mmol, 1 eq.) in carbon tetrachloride was treated with N-bromosuccinimide (7.38 g, 41.45 mmol, 1.2 eq.) and 2,2′-azobisisobutyronitrile (0.28 g, 1.73 mmol, 5 mol %). When complete, the reaction was worked up as described leaving an orange oil. Starting materials: FC1=C(OC2CCN(CC2)CC[C@@H]2CC[C@H](CC2)N)C(=CC(=C1)F)F (Trans(4-{2-[4-(2,4,6-trifluoro-phenoxy)-piperidin-1-yl]-ethyl}-cyclohexyl)-amine), C1(CCC1)C(=O)O (Cyclobutanecarboxylic acid). Product: FC1=C(OC2CCN(CC2)CC[C@@H]2CC[C@H](CC2)NC(=O)C2CCC2)C(=CC(=C1)F)F (Cyclobutanecarboxylic acid trans(4-{2-[4-(2,4,6-trifluoro-phenoxy)-piperidin-1-yl]-ethyl}-cyclohexyl)-amide). Reaction SMILES: [F:1][C:2]1[CH:23]=[C:22]([F:24])[CH:21]=[C:20]([F:25])[C:3]=1[O:4][CH:5]1[CH2:10][CH2:9][N:8]([CH2:11][CH2:12][C@H:13]2[CH2:18][CH2:17][C@H:16]([NH2:19])[CH2:15][CH2:14]2)[CH2:7][CH2:6]1.[CH:26]1([C:30](O)=[O:31])[CH2:29][CH2:28][CH2:27]1>>[F:1][C:2]1[CH:23]=[C:22]([F:24])[CH:21]=[C:20]([F:25])[C:3]=1[O:4][CH:5]1[CH2:10][CH2:9][N:8]([CH2:11][CH2:12][C@H:13]2[CH2:14][CH2:15][C@H:16]([NH:19][C:30]([CH:26]3[CH2:29][CH2:28][CH2:27]3)=[O:31])[CH2:17][CH2:18]2)[CH2:7][CH2:6]1. Reported procedure: According to the synthesis of example 19 the title compound was prepared from Trans(4-{2-[4-(2,4,6-trifluoro-phenoxy)-piperidin-1-yl]-ethyl}-cyclohexyl)-amine and Cyclobutanecarboxylic acid. Preparative HPLC on reversed phase eluting with acetonitrile/water yielded the title compound. MS (m/e): 439.0 (M+H+). The reactants are [H][H] (hydrogen), C(C1=CC=CC=C1)N1C2=C(C(C=C1)=O)C(=C(O2)C2=CC=C(C=C2)OCC2=CC=CC=C2)C2=CC=CC=C2 (7-Benzyl-2-(4-benzyloxy-phenyl)-3-phenyl-7H-furo[2,3-b]pyridin-4-one), ClCCl (dichloromethane), C(C)(=O)O (acetic acid). The reagents and catalysts are [Pd] (Palladium on carbon). The solvent is C(C)(=O)OCC (ethyl acetate). Reaction conditions: time 24 hour. Product: OC1=CC=C(C=C1)C1=C(C2=C(NC=CC2=O)O1)C1=CC=CC=C1 (2-(4-Hydroxy-phenyl)-3-phenyl-7H-furo[2,3-b]pyridin-4-one). As a reaction SMILES: [H][H].C([N:10]1[CH:15]=[CH:14][C:13](=[O:16])[C:12]2[C:17]([C:34]3[CH:39]=[CH:38][CH:37]=[CH:36][CH:35]=3)=[C:18]([C:20]3[CH:25]=[CH:24][C:23]([O:26]CC4C=CC=CC=4)=[CH:22][CH:21]=3)[O:19][C:11]1=2)C1C=CC=CC=1.ClCCl.C(O)(=O)C>[Pd].C(OCC)(=O)C>[OH:26][C:23]1[CH:22]=[CH:21][C:20]([C:18]2[O:19][C:11]3[NH:10][CH:15]=[CH:14][C:13](=[O:16])[C:12]=3[C:17]=2[C:34]2[CH:35]=[CH:36][CH:37]=[CH:38][CH:39]=2)=[CH:25][CH:24]=1. Procedure: A 500-mL round bottom flask equipped with a rubber septum and hydrogen (g) balloon was charged with 7-benzyl-2-(4-benzyloxy-phenyl)-3-phenyl-7H-furo[2,3-b]pyridin-4-one (4a) (1.20 g, 2.50 mmol), dichloromethane (100 mL), acetic acid (100 mL), and ethyl acetate (20 mL). Palladium on carbon (10 wt %, 0.200 g) was added, and the system was evacuated and purged with hydrogen three times. The mixture stirred at room temperature for 24 h and was filtered through Celite. The filtrate was concentrated a... Reaction SMILES: [C:32](=[O:33])([O-:34])[O-:35].[CH3:38][N:39]([CH3:40])[CH:41]=[O:42].[CH3:43][CH2:44][O:45][C:46](=[O:47])[CH3:48].[I:30][CH3:31].[K+:36].[K+:37].[nH:1]1[cH:2][cH:3][c:4]2[cH:5][c:6](-[c:10]3[cH:11][c:12]([CH2:13][O:14][c:15]4[cH:16][cH:17][c:18]([CH2:21][CH2:22][C:23](=[O:24])[O:25][CH3:26])[cH:19][cH:20]4)[cH:27][cH:28][cH:29]3)[cH:7][cH:8][c:9]12>>[n:1]1([CH3:32])[cH:2][cH:3][c:4]2[cH:5][c:6](-[c:10]3[cH:11][c:12]([CH2:13][O:14][c:15]4[cH:16][cH:17][c:18]([CH2:21][CH2:22][C:23](=[O:24])[O:25][CH3:26])[cH:19][cH:20]4)[cH:27][cH:28][cH:29]3)[cH:7][cH:8][c:9]12. The product is COC(=O)CCc1ccc(OCc2cccc(-c3ccc4c(ccn4C)c3)c2)cc1. The reactants are O=C([O-])[O-], CN(C)C=O, CCOC(C)=O, CI, [K+], [K+], COC(=O)CCc1ccc(OCc2cccc(-c3ccc4[nH]ccc4c3)c2)cc1. Run in ClCCl (dichloromethane), O (water). Starting materials: S(=S)(=O)([O-])[O-].[Na+].[Na+] (sodium thiosulfate), II (iodine), FC(C(=O)OI(OC(C(F)(F)F)=O)C1=CC=CC=C1)(F)F ([bis(trifluoroacetoxy)iodo]benzene), COCOC=1C(=C(C=C(C1)OCOC)CC(=O)OC)C(C1=CC=C(C=C1)OC)=O (methyl 3,5-bis(methoxymethoxy)-2-(4-methoxybenzoyl)phenylacetate). The yield is 94.3%. Product: COCOC=1C(=C(C(=C(C1)OCOC)C(C1=CC=C(C=C1)OC)=O)CC(=O)OC)I (methyl 3,5-bis(methoxymethoxy)-2-iodo-6-(4-methoxybenzoyl)phenylacetate). Reported procedure: Methyl 3,5-bis (methoxymethoxy)-2-(4-methoxybenzoyl)phenylacetate (0.75 g, 1.9 mmol) obtained in Example 134, Step 2 was dissolved in dichloromethane (20 mL). The resulting solution was cooled to −30° C., and iodine (0.47 g, 1.9 mmol) and [bis(trifluoroacetoxy)iodo]benzene (0.8 g, 1.9 mmol) were successively added thereto in an atmosphere of argon, followed by stirring for 2 hours. To the reaction mixture was added a saturated aqueous solution of sodium thiosulfate, and the mixture was further s... RXN SMILES: [CH3:1][O:2][CH2:3][O:4][C:5]1[C:6]([C:20](=[O:29])[C:21]2[CH:26]=[CH:25][C:24]([O:27][CH3:28])=[CH:23][CH:22]=2)=[C:7]([CH2:15][C:16]([O:18][CH3:19])=[O:17])[CH:8]=[C:9]([O:11][CH2:12][O:13][CH3:14])[CH:10]=1.II.FC(F)(F)C(O[I:37](C1C=CC=CC=1)OC(=O)C(F)(F)F)=O.S([O-])([O-])(=O)=S.[Na+].[Na+]>ClCCl.O>[CH3:14][O:13][CH2:12][O:11][C:9]1[C:8]([I:37])=[C:7]([CH2:15][C:16]([O:18][CH3:19])=[O:17])[C:6]([C:20](=[O:29])[C:21]2[CH:22]=[CH:23][C:24]([O:27][CH3:28])=[CH:25][CH:26]=2)=[C:5]([O:4][CH2:3][O:2][CH3:1])[CH:10]=1 |f:3.4.5|. Reaction conditions: temperature -30 celsius, time 2 hour. Starting materials: CNCCCN(C)C, COc1ccc(CN(Cc2ccc(OC)cc2)c2ncc(-c3nc(N4CCOCC4)nc4c3CCN4c3ccc(Cl)nc3)cn2)cc1. Yields the product COc1ccc(CN(Cc2ccc(OC)cc2)c2ncc(-c3nc(N4CCOCC4)nc4c3CCN4c3ccc(N(C)CCCN(C)C)nc3)cn2)cc1. Reaction SMILES: [CH3:48][N:49]([CH2:50][CH2:51][CH2:52][NH:53][CH3:54])[CH3:55].[Cl:1][c:2]1[cH:3][cH:4][c:5]([N:8]2[CH2:9][CH2:10][c:11]3[c:12]2[n:13][c:14]([N:42]2[CH2:43][CH2:44][O:45][CH2:46][CH2:47]2)[n:15][c:16]3-[c:17]2[cH:18][n:19][c:20]([N:23]([CH2:24][c:25]3[cH:26][cH:27][c:28]([O:31][CH3:32])[cH:29][cH:30]3)[CH2:33][c:34]3[cH:35][cH:36][c:37]([O:40][CH3:41])[cH:38][cH:39]3)[n:21][cH:22]2)[cH:6][n:7]1>>[c:2]1([N:53]([CH2:52][CH2:51][CH2:50][N:49]([CH3:48])[CH3:55])[CH3:54])[cH:3][cH:4][c:5]([N:8]2[CH2:9][CH2:10][c:11]3[c:12]2[n:13][c:14]([N:42]2[CH2:43][CH2:44][O:45][CH2:46][CH2:47]2)[n:15][c:16]3-[c:17]2[cH:18][n:19][c:20]([N:23]([CH2:24][c:25]3[cH:26][cH:27][c:28]([O:31][CH3:32])[cH:29][cH:30]3)[CH2:33][c:34]3[cH:35][cH:36][c:37]([O:40][CH3:41])[cH:38][cH:39]3)[n:21][cH:22]2)[cH:6][n:7]1. Starting materials: CCOC(=O)C(=O)Nc1ccc(C#N)cc1, CC(=O)OC(C)=O, CC(=O)O, O=[N+]([O-])O. Yields the product CCOC(=O)C(=O)Nc1ccc(C#N)cc1[N+](=O)[O-]. RXN SMILES: [C:1](=[O:2])([C:3](=[O:4])[O:5][CH2:6][CH3:7])[NH:8][c:9]1[cH:10][cH:11][c:12]([C:13]#[N:14])[cH:15][cH:16]1.[CH3:17][C:18]([O:19][C:20](=[O:21])[CH3:22])=[O:23].[CH3:28][C:29](=[O:30])[OH:31].[OH:24][N+:25]([O-:26])=[O:27]>>[C:1](=[O:2])([C:3](=[O:4])[O:5][CH2:6][CH3:7])[NH:8][c:9]1[cH:10][cH:11][c:12]([C:13]#[N:14])[cH:15][c:16]1[N+:25](=[O:24])[O-:26]. Starting materials: C(C)OC(C(C)C=1C=C(C(=CC1)OC)C1=C(C=C(C=C1)C(F)(F)F)CNCC)=O (2-(2′-ethylaminomethyl-6-methoxy-4′-trifluoromethyl-biphenyl-3-yl)-propionic acid ethyl ester), C(C1=CC=CC=C1)N=C=O (benzyl isocyanate). Product: C(C)OC(C(C)C=1C=C(C(=CC1)OC)C1=C(C=C(C=C1)C(F)(F)F)CN(C(=O)NCC1=CC=CC=C1)CC)=O (2-[2′-(3-Benzyl-1-ethyl-ureidomethyl)-6-methoxy-4′-trifluoromethyl-biphenyl-3-yl]-propionic acid ethyl ester). RXN SMILES: [CH2:1]([O:3][C:4](=[O:29])[CH:5]([C:7]1[CH:8]=[C:9]([C:15]2[CH:20]=[CH:19][C:18]([C:21]([F:24])([F:23])[F:22])=[CH:17][C:16]=2[CH2:25][NH:26][CH2:27][CH3:28])[C:10]([O:13][CH3:14])=[CH:11][CH:12]=1)[CH3:6])[CH3:2].[CH2:30]([N:37]=[C:38]=[O:39])[C:31]1[CH:36]=[CH:35][CH:34]=[CH:33][CH:32]=1>>[CH2:1]([O:3][C:4](=[O:29])[CH:5]([C:7]1[CH:8]=[C:9]([C:15]2[CH:20]=[CH:19][C:18]([C:21]([F:24])([F:23])[F:22])=[CH:17][C:16]=2[CH2:25][N:26]([CH2:27][CH3:28])[C:38]([NH:37][CH2:30][C:31]2[CH:36]=[CH:35][CH:34]=[CH:33][CH:32]=2)=[O:39])[C:10]([O:13][CH3:14])=[CH:11][CH:12]=1)[CH3:6])[CH3:2]. Procedure details: Prepared according to the procedure described in Example 95, Step 1, using the following starting materials: 2-(2′-ethylaminomethyl-6-methoxy-4′-trifluoromethyl-biphenyl-3-yl)-propionic acid ethyl ester and benzyl isocyanate. The reactants are COC1CN(CC1)C=1C=C(C=CC1)S(=O)[O-].[Li+] (lithium 3-(3-methoxypyrrolidin-1-yl)benzenesulfinate), CN1CC2=C(C=CC=C2CC1)N (2-methyl-1,2,3,4-tetrahydroisoquinolin-8-amine), C1CC(=O)N(C1=O)Cl (NCS), H2O ice. Solvent: ClCCl (dichloromethane). Reaction conditions: temperature 0 celsius, time 15 minute. The product is COC1CN(CC1)C=1C=C(C=CC1)S(=O)(=O)Cl (3-(3-methoxypyrrolidin-1-yl)benzene-1-sulfonyl chloride). As a reaction SMILES: [CH3:1][O:2][CH:3]1[CH2:7][CH2:6][N:5]([C:8]2[CH:9]=[C:10]([S:14]([O-:16])=[O:15])[CH:11]=[CH:12][CH:13]=2)[CH2:4]1.[Li+].C1C(=O)N([Cl:25])C(=O)C1.CN1CCC2C(=C(N)C=CC=2)C1>ClCCl>[CH3:1][O:2][CH:3]1[CH2:7][CH2:6][N:5]([C:8]2[CH:9]=[C:10]([S:14]([Cl:25])(=[O:16])=[O:15])[CH:11]=[CH:12][CH:13]=2)[CH2:4]1 |f:0.1|. Reported procedure: Into a 250 mL round bottom flask was placed a solution of lithium 3-(3-methoxypyrrolidin-1-yl)benzenesulfinate (12 g, 29.15 mmol) in dichloromethane (100 mL). To the above was added NCS (4.48 g, 33.56 mmol) in several batches, while cooling to a temperature of 0° C. over a time period of 10 minutes. The resulting solution was allowed to react, with stirring, for 15 minutes while the temperature was maintained at 0° C. in a bath of H2O/ice, then the ice bath was removed and the solution was allow... Reactants: ClC=1C=C2C(=C(N(C2=CC1)C)C1=CC=C(C=C1)Cl)CCC(=O)O (5-chloro-2-(4-chlorophenyl)-1-methyl-1H-indole-3-propanoic acid), C(C(=O)Cl)(=O)Cl (Oxalyl chloride). The reagents and catalysts are CN(C)C=O (DMF). The solvent is C1(=CC=CC=C1)C (toluene). Reaction conditions: time 2 hour. Product: ClC=1C=C2C=C(N(C2=CC1)C)C1=CC=C(C=C1)Cl.CCC(=O)Cl (5-chloro-2-(4-chlorophenyl)-1-methyl-1H-indole 3-propanoyl chloride). As a reaction SMILES: C(Cl)(=O)C([Cl:4])=O.[Cl:7][C:8]1[CH:9]=[C:10]2[C:14](=[CH:15][CH:16]=1)[N:13]([CH3:17])[C:12]([C:18]1[CH:23]=[CH:22][C:21]([Cl:24])=[CH:20][CH:19]=1)=[C:11]2[CH2:25][CH2:26][C:27]([OH:29])=O>CN(C=O)C.C1(C)C=CC=CC=1>[Cl:7][C:8]1[CH:9]=[C:10]2[C:14](=[CH:15][CH:16]=1)[N:13]([CH3:17])[C:12]([C:18]1[CH:23]=[CH:22][C:21]([Cl:24])=[CH:20][CH:19]=1)=[CH:11]2.[CH3:25][CH2:26][C:27]([Cl:4])=[O:29] |f:4.5|. Procedure: Oxalyl chloride (0.08 mL, 114 mg, 0.9 mmol) was added dropwise to a stirred, cooled (0° C.) solution of 5-chloro-2-(4-chlorophenyl)-1-methyl-1H-indole-3-propanoic acid (Description 12, 330 mg, 0.95 mmol) and DMF (1 drop) in toluene (15 mL) and the mixture was stirred at room temperature for 2 h. to give a solution of 5-chloro-2-(4-chlorophenyl)-1-methyl-1H-indole-3-propanoyl chloride. Sodium hydride (60% dispersion in mineral oil, 19 mg, 0.48 mmol) was added to a solution of phenylmethyl 3-oxo-1...